Dataset: the Open Reaction Database (ORD), a public repository of structured organic reaction records. Task: describe an organic reaction: reactants, conditions, products, and yield Reactants: O=S(Cl)Cl, O=C(O)c1cc(S(=O)(=O)O)co1. The product is O=C(Cl)c1cc(S(=O)(=O)O)co1. As a reaction SMILES: [S:13]([Cl:14])([Cl:15])=[O:16].[S:1](=[O:2])(=[O:3])([OH:4])[c:5]1[cH:6][c:7]([C:10](=[O:11])[OH:12])[o:8][cH:9]1>>[S:1](=[O:2])(=[O:3])([OH:4])[c:5]1[cH:6][c:7]([C:10](=[O:12])[Cl:15])[o:8][cH:9]1.